From a dataset of the Open Reaction Database (ORD), a public repository of structured organic reaction records. describe an organic reaction: reactants, conditions, products, and yield Starting materials: COC1(c2cnc(Cl)s2)CCOC(C)(C)C1, [I-], [K+], CN1C(=O)CCc2cc(S)ccc21. Yields the product COC1(c2cnc(Sc3ccc4c(c3)CCC(=O)N4C)s2)CCOC(C)(C)C1. Reaction SMILES: [Cl:16][c:17]1[s:18][c:19]([C:22]2([O:30][CH3:31])[CH2:23][C:24]([CH3:28])([CH3:29])[O:25][CH2:26][CH2:27]2)[cH:20][n:21]1.[I-:2].[K+:1].[SH:3][c:4]1[cH:5][c:6]2[c:11]([cH:12][cH:13]1)[N:10]([CH3:14])[C:9](=[O:15])[CH2:8][CH2:7]2>>[S:3]([c:4]1[cH:5][c:6]2[c:11]([cH:12][cH:13]1)[N:10]([CH3:14])[C:9](=[O:15])[CH2:8][CH2:7]2)[c:17]1[s:18][c:19]([C:22]2([O:30][CH3:31])[CH2:23][C:24]([CH3:28])([CH3:29])[O:25][CH2:26][CH2:27]2)[cH:20][n:21]1. The product is IC[C@@H]1CC[C@H](CC1)CI (trans 1,4-bis iodomethyl cyclohexane). RXN SMILES: S([O-])(=O)(=O)C.[I-:6].[Na+].[CH3:8][C:9]([CH2:11][CH3:12])=O>>[I:6][CH2:8][C@H:9]1[CH2:12][CH2:11][C@H:9]([CH2:8][I:6])[CH2:12][CH2:11]1 |f:1.2|. Procedure: Add 30 gms. of the mesylate prepared in step (a) to 300 ml. methylethyl ketone (MEK), then add 90 gm. sodium iodide and reflux for about 30 minutes. Remove the solvent and extract with methylene chloride to yield trans 1,4-bis iodomethyl cyclohexane. Starting materials: S(C)(=O)(=O)[O-] (mesylate), [I-].[Na+] (sodium iodide), CC(=O)CC (methylethyl ketone). Starting materials: C(#N)[BH3-].[Na+] (Sodium cyanoborohydride), C1CCOC1 (THF), C(=O)C1=C(C=CC=C1)C1=CC=C(C=C1)N1C(C2=C(CC1)C(=NN2C2=CC=C(C=C2)OC)C(=O)OCC)=O (Ethyl 6-(2′-formyl-1,1′-biphenyl-4-yl)-1-(4-methoxyphenyl)-7-oxo-4,5,6,7-tetrahydro-1H-pyrazolo[3,4-c]pyridine-3-carboxylate), Cl.CN (methylamine hydrochloride). The reagents and catalysts are [Cl-].[Zn+2].[Cl-] (Zinc chloride). Solvent: CO (MeOH), CCOC(=O)C (EtOAc). Reaction conditions: time 18 hour. Product: COC1=CC=C(C=C1)N1N=C(C2=C1C(N(CC2)C2=CC=C(C=C2)C2=C(C=CC=C2)CNC)=O)C(=O)OCC (ethyl 1-(4-methoxyphenyl)-6-{2′-[(methylamino)methyl]-1,1′-biphenyl-4-yl}-7-oxo-4,5,6,7-tetrahydro-1H-pyrazolo[3,4-c]pyridine-3-carboxylate). The yield is 102.1%. RXN SMILES: [CH:1]([C:3]1[CH:8]=[CH:7][CH:6]=[CH:5][C:4]=1[C:9]1[CH:14]=[CH:13][C:12]([N:15]2[CH2:20][CH2:19][C:18]3[C:21]([C:32]([O:34][CH2:35][CH3:36])=[O:33])=[N:22][N:23]([C:24]4[CH:29]=[CH:28][C:27]([O:30][CH3:31])=[CH:26][CH:25]=4)[C:17]=3[C:16]2=[O:37])=[CH:11][CH:10]=1)=O.Cl.CN.C1COCC1.[C:46]([BH3-])#[N:47].[Na+]>CO.CCOC(C)=O.[Cl-].[Zn+2].[Cl-]>[CH3:31][O:30][C:27]1[CH:26]=[CH:25][C:24]([N:23]2[C:17]3[C:16](=[O:37])[N:15]([C:12]4[CH:13]=[CH:14][C:9]([C:4]5[CH:5]=[CH:6][CH:7]=[CH:8][C:3]=5[CH2:1][NH:47][CH3:46])=[CH:10][CH:11]=4)[CH2:20][CH2:19][C:18]=3[C:21]([C:32]([O:34][CH2:35][CH3:36])=[O:33])=[N:22]2)=[CH:29][CH:28]=1 |f:1.2,4.5,8.9.10|. Procedure details: Ethyl 6-(2′-formyl-1,1′-biphenyl-4-yl)-1-(4-methoxyphenyl)-7-oxo-4,5,6,7-tetrahydro-1H-pyrazolo[3,4-c]pyridine-3-carboxylate (485 mg, 0.98 mmol) and methylamine hydrochloride (135 mg, 2 mmol) were added together in 10 mL of 1:1 MeOH:THF and stirred at room temperature for 15 minutes. Zinc chloride (0.5 M in THF, 1 mL, 0.5 mmol) and Sodium cyanoborohydride (63 mg, 1 mmol) were then added and the mixture was stirred at room temperature for 18 hours. The mixture was diluted with EtOAc and washed wi... Starting materials: NC=1SC(=CC1C(=O)N)C1=C(C=C(C=C1F)C(C)(C)O)F (2-amino-5-[2,6-difluoro-4-(1-hydroxy-1-methylethyl)phenyl]thiophene-3-carboxamide), ClC=1N=NC(=CC1)OCC[Si](C)(C)C (3-chloro-6-[2-(trimethylsilyl)ethoxy]pyridazine). The product is FC1=C(C(=CC(=C1)C(C)(C)O)F)C1=CC(=C(S1)NC=1N=NC(=CC1)OCC[Si](C)(C)C)C(=O)N (5-[2,6-Difluoro-4-(1-hydroxy-1-methylethyl)phenyl]-2-({6-[2-(trimethylsilyl)ethoxy]pyridazin-3-yl}amino)thiophene-3-carboxamide). As a reaction SMILES: [NH2:1][C:2]1[S:3][C:4]([C:10]2[C:15]([F:16])=[CH:14][C:13]([C:17]([OH:20])([CH3:19])[CH3:18])=[CH:12][C:11]=2[F:21])=[CH:5][C:6]=1[C:7]([NH2:9])=[O:8].Cl[C:23]1[N:24]=[N:25][C:26]([O:29][CH2:30][CH2:31][Si:32]([CH3:35])([CH3:34])[CH3:33])=[CH:27][CH:28]=1>>[F:16][C:15]1[CH:14]=[C:13]([C:17]([OH:20])([CH3:18])[CH3:19])[CH:12]=[C:11]([F:21])[C:10]=1[C:4]1[S:3][C:2]([NH:1][C:23]2[N:24]=[N:25][C:26]([O:29][CH2:30][CH2:31][Si:32]([CH3:35])([CH3:34])[CH3:33])=[CH:27][CH:28]=2)=[C:6]([C:7]([NH2:9])=[O:8])[CH:5]=1. Procedure details: The title compound was prepared according to the general procedure in Example 1 using 2-amino-5-[2,6-difluoro-4-(1-hydroxy-1-methylethyl)phenyl]thiophene-3-carboxamide (1 g, 3.20 mmol) and 3-chloro-6-[2-(trimethylsilyl)ethoxy]pyridazine (0.739 g, 3.20 mmol) as the starting materials.